From a dataset of the Open Reaction Database (ORD), a public repository of structured organic reaction records. describe an organic reaction: reactants, conditions, products, and yield Reactants: [Na] (sodium), ClC1=C(C=C(C=C1)C(F)(F)F)N=C=S (2-chloro-5-(trifluoromethyl)phenyl isothiocyanate), CC(=O)C (acetone), CC(=O)C (acetone), Cl.C(CCCCCC)(=N)N (heptanamidine hydrochloride). The solvent is C1=CC=CC=C1.CCCCCC (benzene n-hexane). Product: ClC1=C(C=C(C=C1)C(F)(F)F)NC(=S)NC(CCCCCC)=N (1-[2-chloro-5-(trifluoromethyl)phenyl]-3-(heptanimidoyl)-2-thiourea). As a reaction SMILES: [Na].CC(C)=O.Cl.[C:7]([NH2:15])(=[NH:14])[CH2:8][CH2:9][CH2:10][CH2:11][CH2:12][CH3:13].[Cl:16][C:17]1[CH:22]=[CH:21][C:20]([C:23]([F:26])([F:25])[F:24])=[CH:19][C:18]=1[N:27]=[C:28]=[S:29]>C1C=CC=CC=1.CCCCCC>[Cl:16][C:17]1[CH:22]=[CH:21][C:20]([C:23]([F:26])([F:25])[F:24])=[CH:19][C:18]=1[NH:27][C:28]([NH:14][C:7](=[NH:15])[CH2:8][CH2:9][CH2:10][CH2:11][CH2:12][CH3:13])=[S:29] |f:2.3,5.6,^1:0|. Reported procedure: Following a procedure similar to that described in Example 42 but using 1.86 g. sodium in 250 ml. dry acetone, 13.4 g. heptanamidine hydrochloride, and 19.2 g. 2-chloro-5-(trifluoromethyl)phenyl isothiocyanate [prepared from 2-chloro-5-(trifluoromethyl)aniline] in 70 ml. acetone there was obtained 1-[2-chloro-5-(trifluoromethyl)phenyl]-3-(heptanimidoyl)-2-thiourea, m.p. 88°-90°C. (from benzene-n-hexane); hydrochloride (10.3 g.), m.p. 160°-161°C. (from acetonitrile).